This data is from the Open Reaction Database (ORD), a public repository of structured organic reaction records. The task is: describe an organic reaction: reactants, conditions, products, and yield The reactants are C#CCO, ClC(Cl)Cl, CCN(C(C)C)C(C)C, [Cu]I, Cc1cc(C)cc(I)c1, C1CCOC1, O=C(C=Cc1ccccc1)C=Cc1ccccc1, O=C(C=Cc1ccccc1)C=Cc1ccccc1, O=C(C=Cc1ccccc1)C=Cc1ccccc1, [Pd], [Pd], c1ccc(P(c2ccccc2)c2ccccc2)cc1. The product is Cc1cc(C)cc(C#CCO)c1. As a reaction SMILES: [CH2:29]([C:30]#[CH:31])[OH:32].[CH:100]([Cl:101])([Cl:102])[Cl:103].[CH:33]([N:34]([CH:35]([CH3:36])[CH3:37])[CH2:38][CH3:39])([CH3:40])[CH3:41].[Cu:42][I:43].[I:1][c:2]1[cH:3][c:4]([CH3:9])[cH:5][c:6]([CH3:8])[cH:7]1.[O:104]1[CH2:105][CH2:106][CH2:107][CH2:108]1.[O:46]=[C:47]([CH:48]=[CH:49][c:50]1[cH:51][cH:52][cH:53][cH:54][cH:55]1)[CH:56]=[CH:57][c:58]1[cH:59][cH:60][cH:61][cH:62][cH:63]1.[O:64]=[C:65]([CH:66]=[CH:67][c:68]1[cH:69][cH:70][cH:71][cH:72][cH:73]1)[CH:74]=[CH:75][c:76]1[cH:77][cH:78][cH:79][cH:80][cH:81]1.[O:82]=[C:83]([CH:84]=[CH:85][c:86]1[cH:87][cH:88][cH:89][cH:90][cH:91]1)[CH:92]=[CH:93][c:94]1[cH:95][cH:96][cH:97][cH:98][cH:99]1.[Pd:44].[Pd:45].[c:10]1([P:11]([c:12]2[cH:13][cH:14][cH:15][cH:16][cH:17]2)[c:18]2[cH:19][cH:20][cH:21][cH:22][cH:23]2)[cH:24][cH:25][cH:26][cH:27][cH:28]1>>[c:2]1([C:31]#[C:30][CH2:29][OH:32])[cH:3][c:4]([CH3:9])[cH:5][c:6]([CH3:8])[cH:7]1. The reactants are C1(CC1)C=1N=CC(=NC1OCC1CC1)C(=O)O (5-cyclopropyl-6-cyclopropylmethoxy-pyrazine-2-carboxylic acid), Cl.NC(CC(=O)N)(C)C (3-amino-3-methyl-butanamide hydrochloride). Yields the product C(N)(=O)CC(C)(C)NC(=O)C1=NC(=C(N=C1)C1CC1)OCC1CC1 (5-Cyclopropyl-6-cyclopropylmethoxy-pyrazine-2-carboxylic acid (2-carbamoyl-1,1-dimethyl-ethyl)-amide). Reaction SMILES: [CH:1]1([C:4]2[N:5]=[CH:6][C:7]([C:15]([OH:17])=O)=[N:8][C:9]=2[O:10][CH2:11][CH:12]2[CH2:14][CH2:13]2)[CH2:3][CH2:2]1.Cl.[NH2:19][C:20]([CH3:26])([CH3:25])[CH2:21][C:22]([NH2:24])=[O:23]>>[C:22]([CH2:21][C:20]([NH:19][C:15]([C:7]1[CH:6]=[N:5][C:4]([CH:1]2[CH2:2][CH2:3]2)=[C:9]([O:10][CH2:11][CH:12]2[CH2:13][CH2:14]2)[N:8]=1)=[O:17])([CH3:26])[CH3:25])(=[O:23])[NH2:24] |f:1.2|. Reported procedure: The title compound was synthesized in analogy to Example 6, using 5-cyclopropyl-6-cyclopropylmethoxy-pyrazine-2-carboxylic acid (Example 10 g, 50 mg, 0.21 mmol) and 3-amino-3-methyl-butanamide hydrochloride (1:1) (CAN 173336-86-2, 35.8 mg, 0.235 mmol) as starting materials and isolated (56 mg, 79%) as light yellow solid; LC-MS (UV peak area, ESI) 100%, 333.1926 (M+H)+. Starting materials: Compound 7, CC=1C=C(OC1C)CC(=O)O (4,5-dimethyl-2-furanacetic acid), [Na] (sodium), OC1=CC(OC(=C1)C)=O (4-hydroxy-6-methyl-2-pyrone), C1CCC(CC1)N=C=NC2CCCCC2 (DCC), C(O)([O-])=O.[Na+] (sodium hydrogen carbonate). Reagents/catalysts: CN(C)C=1C=CN=CC1 (DMAP). Run in C(C)OCC (diethyl ether), C(Cl)(Cl)Cl (chloroform). Conditions: time 8 hour. Product: CC=1C=C(OC1C)CC(=O)C=1C(OC(=CC1O)C)=O (3-{2-(4,5-dimethylfuran-2-yl)}acetyl-4-hydroxy-6-methylpyrone). RXN SMILES: [CH3:1][C:2]1[CH:3]=[C:4]([CH2:8][C:9]([OH:11])=O)[O:5][C:6]=1[CH3:7].[OH:12][C:13]1[CH:18]=[C:17]([CH3:19])[O:16][C:15](=[O:20])[CH:14]=1.C1CCC(N=C=NC2CCCCC2)CC1.[Na].C(=O)([O-])O.[Na+]>C(Cl)(Cl)Cl.CN(C1C=CN=CC=1)C.C(OCC)C>[CH3:1][C:2]1[CH:3]=[C:4]([CH2:8][C:9]([C:14]2[C:15](=[O:20])[O:16][C:17]([CH3:19])=[CH:18][C:13]=2[OH:12])=[O:11])[O:5][C:6]=1[CH3:7] |f:4.5,^1:35|. Reported procedure: 1.50 g (9.73 mmol) of the 4,5-dimethyl-2-furanacetic acid, 1.22 g (9.67 mmol) of 4-hydroxy-6-methyl-2-pyrone and 2.22 g (10.7 mmol) of DCC were suspended in 30 ml of chloroform, then 244 mg (2.0 mmol) of DMAP added and stirring carried out overnight at 60° C. The reaction liquid was cooled to room temperature and the insoluble material filtered off. The mother liquor was then concentrated and the residue purified by column chromatography. The solid obtained was recrystallized from diethyl ether,... Reactants: N1CCC(CC1)CO (4-piperidine methanol), C=C1CC(=O)O1 (diketene). Run in O1CCCC1 (tetrahydrofuran), O1CCCC1 (tetrahydrofuran). Reaction conditions: temperature 0 celsius, time 1 hour. Yields the product OCC1CCN(CC1)C(CC(C)=O)=O (1-[4-(Hydroxymethyl)piperidin-1-yl]butane-1,3-dione). Yield: 90.0%. Reaction SMILES: [NH:1]1[CH2:6][CH2:5][CH:4]([CH2:7][OH:8])[CH2:3][CH2:2]1.[CH2:9]=[C:10]1[O:14][C:12](=[O:13])[CH2:11]1>O1CCCC1>[OH:8][CH2:7][CH:4]1[CH2:5][CH2:6][N:1]([C:12](=[O:13])[CH2:11][C:10](=[O:14])[CH3:9])[CH2:2][CH2:3]1. Procedure details: A solution of 25 g (0.22 mol) of 4-piperidine methanol in 200 ml tetrahydrofuran was added dropwise to a solution of 18 g of diketene (0.2 mol) in 200 ml tetrahydrofuran at −5 to 0° C. After 1 h stirring at 0° C. no more starting material was detected by thin layer chromatography. The reaction mixture was evaporated and the residue purified by column chromatography. This gave 35.40 g (0.18 mol, 83% yield) of a colorless oil. The reactants are ICC (iodoethane), FC=1C=C(C=C(C1O)F)C1N(CCC2(C1)OC1=C(C=C2)C=CC=C1)CC(=O)OCC (ethyl (3,5-difluoro-4-hydroxyphenyl)spiro[2H-1-benzopyran-2,4′-piperidine]-1′-acetate), C([O-])([O-])=O.[Cs+].[Cs+] (cesium carbonate), [I-].[Na+] (sodium iodide). The solvent is CN(C=O)C (N,N-dimethylformamide), C(C)(=O)OCC (ethyl acetate). Run at temperature 65 celsius, time 3 hour. Yields the product FC=1C=C(C=C(C1OCC)F)C1N(CCC2(C1)OC1=C(C=C2)C=CC=C1)CC(=O)OCC (Ethyl (3,5-Difluoro-4-ethoxyphenyl)spiro[2H-1-benzopyran-2,4-piperidine]-1′-acetate). Reaction SMILES: [F:1][C:2]1[CH:3]=[C:4]([CH:10]2[CH2:15][C:14]3([CH:20]=[CH:19][C:18]4[CH:21]=[CH:22][CH:23]=[CH:24][C:17]=4[O:16]3)[CH2:13][CH2:12][N:11]2[CH2:25][C:26]([O:28][CH2:29][CH3:30])=[O:27])[CH:5]=[C:6]([F:9])[C:7]=1[OH:8].C(=O)([O-])[O-].[Cs+].[Cs+].[I-].[Na+].I[CH2:40][CH3:41]>C(OCC)(=O)C.CN(C)C=O>[F:1][C:2]1[CH:3]=[C:4]([CH:10]2[CH2:15][C:14]3([CH:20]=[CH:19][C:18]4[CH:21]=[CH:22][CH:23]=[CH:24][C:17]=4[O:16]3)[CH2:13][CH2:12][N:11]2[CH2:25][C:26]([O:28][CH2:29][CH3:30])=[O:27])[CH:5]=[C:6]([F:9])[C:7]=1[O:8][CH2:40][CH3:41] |f:1.2.3,4.5|. Procedure details: To ethyl (3,5-difluoro-4-hydroxyphenyl)spiro[2H-1-benzopyran-2,4′-piperidine]-1′-acetate (350 mg), cesium carbonate (412 mg) and sodium iodide (13 mg) was added N,N-dimethylformamide (9 cm3) followed by iodoethane (1.7 mole equiv.). The resulting mixtures were heated to 65° C. with stirring for 3 h. Upon cooling, the reaction was diluted with ethyl acetate (90 cm3) then washed with water (5×35 cm3) and dried (Na2SO4). This solution of crude material was then filtered through a pad of silica befo... The reactants are CC(=O)O[BH-](OC(C)=O)OC(C)=O, CC(=O)O, Nc1ccccc1, [Na+], O=Cc1ccc(C2OCCO2)cc1, C1CCOC1. The product is c1ccc(NCc2ccc(C3OCCO3)cc2)cc1. RXN SMILES: [C:25]([O:26][BH-:27]([O:28][C:29](=[O:30])[CH3:31])[O:32][C:33](=[O:34])[CH3:35])(=[O:36])[CH3:37].[CH3:21][C:22](=[O:23])[OH:24].[NH2:14][c:15]1[cH:16][cH:17][cH:18][cH:19][cH:20]1.[Na+:38].[O:1]1[CH:2]([c:6]2[cH:7][cH:8][c:9]([CH:10]=[O:11])[cH:12][cH:13]2)[O:3][CH2:4][CH2:5]1.[O:39]1[CH2:40][CH2:41][CH2:42][CH2:43]1>>[O:1]1[CH:2]([c:6]2[cH:7][cH:8][c:9]([CH2:10][NH:14][c:15]3[cH:16][cH:17][cH:18][cH:19][cH:20]3)[cH:12][cH:13]2)[O:3][CH2:4][CH2:5]1.